From a dataset of the Open Reaction Database (ORD), a public repository of structured organic reaction records. describe an organic reaction: reactants, conditions, products, and yield The reactants are Nucleic Acid, C1=CC=C(C=C1)CBr (BnBr), N(=O)[O-].[Na+] (NaNO2), N.CO (NH3 MeOH), II, OO (H2O2), C[C@@]1([C@@H](O[C@@H]([C@H]1O)CO)N1C=NC=2C(N)=NC=NC12)O (2′-C-methyladenosine), [OH-].[Na+] (NaOH). The reagents and catalysts are [H][H].[Pd] (H2 Pd/C). Run in O (H2O), CC(=O)N(C)C (DMAc), CCO (EtOH), O (H2O), CO (MeOH), CC(=O)O (AcOH), CC(=O)O (AcOH). The product is C[C@@]1([C@@H](O[C@@H]([C@H]1O)CO)N1C=NC=2C(N)=NN=NC12)O (2′-C-methyl-2-azaadenosine). RXN SMILES: [CH3:1][C@@:2]1([OH:20])[C@H:6]([OH:7])[C@@H:5]([CH2:8][OH:9])[O:4][C@H:3]1[N:10]1[C:19]2[N:18]=C[N:16]=[C:14]([NH2:15])[C:13]=2[N:12]=[CH:11]1.OO.C1C=CC(CBr)=CC=1.[OH-].[Na+].N.CO.[N:36]([O-])=O.[Na+]>[H][H].[Pd].O.CC(O)=O.CO.CCO.CC(N(C)C)=O>[CH3:1][C@@:2]1([OH:20])[C@H:6]([OH:7])[C@@H:5]([CH2:8][OH:9])[O:4][C@H:3]1[N:10]1[C:19]2[N:18]=[N:36][N:16]=[C:14]([NH2:15])[C:13]=2[N:12]=[CH:11]1 |f:3.4,5.6,7.8,9.10|. Procedure details: (Synthesis according to the procedure of J. A. Montgomery, Nucleic Acid Chemistry, 1978, Part II, 681-685 starting with 2′-C-methyladenosine.) Step 1: H2O2, AcOH, 80%; Step 2: BnBr, DMAc, Step 3: NaOH, H2O, EtOH, 30%, Step 4: NH3/MeOH, 80° C., 2 days, 60%; Step 5: H2/Pd/C, 3 atm, MeOH, 30% Step 6: NaNO2, AcOH, H2O, 50%. Starting materials: BrC1=CC=C(C=N1)C=1OC2=C(N1)C=CC(=C2)OC (2-(6-bromopyridin-3-yl)-6-methoxy-1,3-benzoxazole), BrC=1C=NC(=CC1)C=O (3-bromo-6-formylpyridine). Product: BrC=1C=CC(=NC1)C=1OC2=C(N1)C=CC(=C2)OC (2-(5-Bromopyridin-2-yl)-6-methoxy-1,3-benzoxazole). Reaction SMILES: [Br:1][C:2]1N=C[C:5]([C:8]2[O:9][C:10]3[CH:16]=[C:15]([O:17][CH3:18])[CH:14]=[CH:13][C:11]=3[N:12]=2)=[CH:4][CH:3]=1.BrC1[CH:21]=[N:22]C(C=O)=CC=1>>[Br:1][C:2]1[CH:3]=[CH:4][C:5]([C:8]2[O:9][C:10]3[CH:16]=[C:15]([O:17][CH3:18])[CH:14]=[CH:13][C:11]=3[N:12]=2)=[N:22][CH:21]=1. Procedure: The title compound was synthesized according to a procedure similar to that as described for 2-(6-bromopyridin-3-yl)-6-methoxy-1,3-benzoxazole starting from 3-bromo-6-formylpyridine to give 578.1 mg as an off white solid: 1H NMR δ ppm 8.91 (dd, 1H) 8.26-8.32 (m, 1H) 8.20 (dd, 1H) 7.75 (d, 1H) 7.46 (d, 1H) 7.06 (dd, 1H) 3.86 (s, 3 H); MS m/z 305, 307 (M+H, Bromo isotopes). Reactants: COC(=O)[C@@H]1CC[C@H](CC1)C(N)=S (trans-4-thiocarbamoyl-cyclohexanecarboxylic acid methyl ester), C(C)(=S)N (thioacetamide), II (iodine). Solvent: CO (methanol), CO (methanol). Reaction conditions: time 48 hour. Product: COC(=O)[C@@H]1CC[C@H](CC1)C1=NSC(=N1)C (trans-4-(5-Methyl-[1,2,4]thiadiazol-3-yl)-cyclohexanecarboxylic acid methyl ester). Isolated yield 5.8%. As a reaction SMILES: [CH3:1][O:2][C:3]([C@H:5]1[CH2:10][CH2:9][C@H:8]([C:11](=S)[NH2:12])[CH2:7][CH2:6]1)=[O:4].[C:14]([NH2:17])(=[S:16])[CH3:15].II>CO>[CH3:1][O:2][C:3]([C@H:5]1[CH2:10][CH2:9][C@H:8]([C:11]2[N:17]=[C:14]([CH3:15])[S:16][N:12]=2)[CH2:7][CH2:6]1)=[O:4]. Reported procedure: To a solution of trans-4-thiocarbamoyl-cyclohexanecarboxylic acid methyl ester (0.30 g, 1.5 mmol) and thioacetamide (0.67 g, 8.9 mmol) in methanol (7 ml) was added a solution of iodine (2.65 g, 10.4 mmol) in methanol (15 ml) at room temperature. After stirring for 48 h the reaction mixture was partitioned between 0.1 M sodium thiosulfate solution (100 ml) and ethyl acetate (100 ml). The layers were separated. The aqueous layer was extracted with two 50-ml portions of ethyl acetate. The combined ...